Dataset: the Open Reaction Database (ORD), a public repository of structured organic reaction records. Task: describe an organic reaction: reactants, conditions, products, and yield Reactants: BrC1=NC(=CC=C1)Br (2,6-dibromopyridine), C(=O)(OC(C)(C)C)NCC#C (N-BOC-propargylamine), CCOCC (ether). Reagents/catalysts: [Cu]I (copper(I) iodide), Cl[Pd]([P](C1=CC=CC=C1)(C2=CC=CC=C2)C3=CC=CC=C3)([P](C4=CC=CC=C4)(C5=CC=CC=C5)C6=CC=CC=C6)Cl (dichlorobis(triphenylphosphine)-palladium(II)). The solvent is C(C)N(CC)CC (triethylamine). Reaction conditions: temperature 0 celsius, time 1 hour. Yields the product C(C)(C)(C)OC(N(CC=O)CCCC1=NC(=CC=C1)Br)=O ([3-(6-Bromo-pyridin-2-yl)-propyl]-(2-oxo-ethyl)-carbamic acid tert-butyl ester). Reaction SMILES: Br[C:2]1[CH:7]=[CH:6][CH:5]=[C:4]([Br:8])[N:3]=1.[C:9]([NH:16][CH2:17][C:18]#[CH:19])([O:11][C:12]([CH3:15])([CH3:14])[CH3:13])=[O:10].[CH3:20][CH2:21][O:22]CC>C(N(CC)CC)C.[Cu]I.Cl[Pd](Cl)([P](C1C=CC=CC=1)(C1C=CC=CC=1)C1C=CC=CC=1)[P](C1C=CC=CC=1)(C1C=CC=CC=1)C1C=CC=CC=1>[C:12]([O:11][C:9](=[O:10])[N:16]([CH2:17][CH2:18][CH2:19][C:2]1[CH:7]=[CH:6][CH:5]=[C:4]([Br:8])[N:3]=1)[CH2:20][CH:21]=[O:22])([CH3:13])([CH3:14])[CH3:15] |^1:36,55|. Procedure details: A solution of 2,6-dibromopyridine 20-1 (111 g, 468 mmol) and N-BOC-propargylamine (80.0 g, 515 mmol) in 500 ml of triethylamine at 0° C. was treated with copper(I) iodide (2.23 g, 11.7 mmol). The mixture was purged with argon and then dichlorobis(triphenylphosphine)-palladium(II) 8.22 g, 11.7 mmol) was added. The solution was stirred at 0° C. for one hour, then at room temperature for 16 hours. The solution was diluted with 250 mL ether and washed with H2O (4×100 mL). The organic extract was was... Reactants: compound 10, C(=O)(O)C1=CC=C(C=C1)B(O)O (4-carboxyphenylboronic acid), ClC/1=C(CCC\C1=C/C=C/1\C(C=2C(N(C=CC2)CCCS(=O)(=O)[O-])=N1)(C)C)/C=C/C1=[N+](C2=CC=C(C=C2C1(C)C)S(=O)(=O)[O-])CCCS(=O)(=O)[O-].[Na+].[Na+] (Sodium 2-((E)-2-((E)-2-Chloro-3-((E)-2-(3,3-dimethyl-7-(3-sulfonatopropyl)-3,7-dihydro-2H-pyrrolo[2,3-b]pyridin-2-ylidene)ethylidene)cyclohex-1-enyl)vinyl)-3,3-dimethyl-1-(3-sulfonatopropyl)-3H-indolium-5-sulfonate). Product: C(=O)(O)C1=CC=C(C=C1)C=1\C(\CCCC1\C=C\C=1C(C=2C(=[N+](C=CC2)CCCS(=O)(=O)[O-])N1)(C)C)=C\C=C/1\N(C2=CC=C(C=C2C1(C)C)S(=O)(=O)[O-])CCCS(=O)(=O)[O-].[Na+].[Na+] (Sodium (E)-2-((E)-2-(2-(4-Carboxyphenyl)-3-((E)-2-(3,3-dimethyl-7-(3-sulfonatopropyl)-3H-pyrrolo[2,3-b]pyridin-7-ium-2-yl)vinyl)cyclohex-2-enylidene)ethylidene)-3,3-dimethyl-1-(3-sulfonatopropyl)indoline-5-sulfonate). As a reaction SMILES: [C:1]([C:4]1[CH:9]=[CH:8][C:7](B(O)O)=[CH:6][CH:5]=1)([OH:3])=[O:2].Cl[C:14]1=[C:15]([CH:40]=[CH:41][C:42]2[C:50]([CH3:52])([CH3:51])[C:49]3[C:44](=[CH:45][CH:46]=[C:47]([S:53]([O-:56])(=[O:55])=[O:54])[CH:48]=3)[N+:43]=2[CH2:57][CH2:58][CH2:59][S:60]([O-:63])(=[O:62])=[O:61])[CH2:16][CH2:17][CH2:18]/[C:19]/1=[CH:20]\[CH:21]=[C:22]1/[C:23]([CH3:39])([CH3:38])[C:24]2[C:25](=[N:37]/1)[N:26]([CH2:30][CH2:31][CH2:32][S:33]([O-:36])(=[O:35])=[O:34])[CH:27]=[CH:28][CH:29]=2.[Na+:64].[Na+]>>[C:1]([C:4]1[CH:9]=[CH:8][C:7]([C:14]2/[C:15](=[CH:40]/[CH:41]=[C:42]3/[N:43]([CH2:57][CH2:58][CH2:59][S:60]([O-:63])(=[O:62])=[O:61])[C:44]4[C:49]([C:50]/3([CH3:51])[CH3:52])=[CH:48][C:47]([S:53]([O-:56])(=[O:54])=[O:55])=[CH:46][CH:45]=4)/[CH2:16][CH2:17][CH2:18][C:19]=2[CH:20]=[CH:21][C:22]2[C:23]([CH3:39])([CH3:38])[C:24]3[C:25]([N:37]=2)=[N+:26]([CH2:30][CH2:31][CH2:32][S:33]([O-:36])(=[O:35])=[O:34])[CH:27]=[CH:28][CH:29]=3)=[CH:6][CH:5]=1)([OH:3])=[O:2].[Na+:64].[Na+:64] |f:1.2.3,4.5.6|. Reported procedure: Compound 17 is prepared analogously to compound 10 (Example 10), except that 4-carboxyphenylboronic acid and compound 16 are used as starting materials. Starting materials: N(=[N+]=[N-])CCCCCCCCCC1C(COC2=CC(=CC=C12)OCOC)(C)C1=CC=C(C=C1)OCOC (4-(9-azidononyl)-7-methoxymethoxy-3-(4-methoxymethoxyphenyl)-3-methylchroman). The reagents and catalysts are [Pd] (Pd—C). Solvent: CO (methanol). Conditions: time 8 hour. The product is NCCCCCCCCCC1C(COC2=CC(=CC=C12)OCOC)(C)C1=CC=C(C=C1)OCOC (4-(9-aminononyl)-7-methoxymethoxy-3-(4-methoxymethoxyphenyl)-3-methylchroman). Isolated yield 100.6%. Reaction SMILES: [N:1]([CH2:4][CH2:5][CH2:6][CH2:7][CH2:8][CH2:9][CH2:10][CH2:11][CH2:12][CH:13]1[C:22]2[C:17](=[CH:18][C:19]([O:23][CH2:24][O:25][CH3:26])=[CH:20][CH:21]=2)[O:16][CH2:15][C:14]1([C:28]1[CH:33]=[CH:32][C:31]([O:34][CH2:35][O:36][CH3:37])=[CH:30][CH:29]=1)[CH3:27])=[N+]=[N-]>CO.[Pd]>[NH2:1][CH2:4][CH2:5][CH2:6][CH2:7][CH2:8][CH2:9][CH2:10][CH2:11][CH2:12][CH:13]1[C:22]2[C:17](=[CH:18][C:19]([O:23][CH2:24][O:25][CH3:26])=[CH:20][CH:21]=2)[O:16][CH2:15][C:14]1([C:28]1[CH:29]=[CH:30][C:31]([O:34][CH2:35][O:36][CH3:37])=[CH:32][CH:33]=1)[CH3:27]. Procedure details: To a solution of 4-(9-azidononyl)-7-methoxymethoxy-3-(4-methoxymethoxyphenyl)-3-methylchroman (411 mg, 0.80 mmol) in methanol (100 ml) was added 10% Pd—C (100 mg), which was then stirred overnight at room temperature under hydrogen (atmospheric pressure). The resulting mixture was filtered through cellite and concentrated under reduced pressure to give the title compound (391 mg, stoichiometric yield) as a white solid. The product is Cc1ccc(CNC(=O)c2ccc3c(c2)OCCO3)cc1. Run at temperature 25 celsius, time 2 hour. The solvent is CN(C)C=O (DMF), CN(C)C=O (DMF), CN(C)C=O (DMF), CN(C)C=O (DMF), CN(C)C=O (DMF), CN(C)C=O (DMF). Starting materials: O=C(O)c1ccc2c(c1)OCCO2, Cc1ccc(CN)cc1. The reagents and catalysts are [B-](F)(F)(F)F.CN(C)C(=[N+](C)C)ON1C2=CC=CC=C2N=N1 (TBTU), CCN(C(C)C)C(C)C (DIPEA). RXN SMILES: Cc1ccc(CN)cc1.O=C(O)c1ccc2c(c1)OCCO2.[B-](F)(F)(F)F.CN(C)C(=[N+](C)C)ON1C2=CC=CC=C2N=N1.CCN(C(C)C)C(C)C.CN(C)C=O>>Cc1ccc(CNC(=O)c2ccc3c(c2)OCCO3)cc1. Yield: 85.7%.